Dataset: the Open Reaction Database (ORD), a public repository of structured organic reaction records. Task: describe an organic reaction: reactants, conditions, products, and yield Starting materials: C(C#C)N (propargylamine), C1(\C=C/C(=O)O1)=O (maleic anhydride), C(C)(=O)OC(C)=O (acetic anhydride), C(C)(=O)[O-].[Na+] (sodium acetate). The product is C1(C=CC(N1)=O)=O.C(C#C)N (propargylamine maleimide). Reaction SMILES: [CH2:1]([NH2:4])[C:2]#[CH:3].[C:5]1(=[O:11])O[C:8](=[O:9])[CH:7]=[CH:6]1.C(OC(=O)C)(=O)C.C([O-])(=O)C.[Na+]>>[C:5]1(=[O:11])[NH:4][C:8](=[O:9])[CH:7]=[CH:6]1.[CH2:1]([NH2:4])[C:2]#[CH:3] |f:3.4,5.6|. Reported procedure: After the reaction of propargylamine and maleic anhydride in the presence of TEA, the intermediate acid was cyclized in the presence of acetic anhydride and sodium acetate at 70° C., to afford the desired propargylamine maleimide. The product is CC1=C(OCC(=O)O)C=CC(=C1)OC\C=C(/C1=CC=C(C=C1)C#CCN1CCOCC1)\C1=CC=C(C=C1)S(=O)C ((E)-[2-Methyl-4-[3-(4-methylsulfinylphenyl)-3-[4-[3-(morpholin-4-yl)propynyl]phenyl]allyloxy]-phenoxy]acetic Acid). The reactants are OO (hydrogen peroxide), CC1=C(OCC(=O)O)C=CC(=C1)OC\C=C(/C1=CC=C(C=C1)C#CCN1CCOCC1)\C1=CC=C(C=C1)SC ((E)-[2-Methyl-4-[3-(4-methylsulfanylphenyl)-3-[4-[3-(morpholin-4-yl)propynyl]phenyl]-allyloxy]phenoxy]acetic Acid). The solvent is C(C)(=O)O (acetic acid), O (water). Reaction SMILES: [OH:1]O.[CH3:3][C:4]1[CH:14]=[C:13]([O:15][CH2:16]/[CH:17]=[C:18](/[C:34]2[CH:39]=[CH:38][C:37]([S:40][CH3:41])=[CH:36][CH:35]=2)\[C:19]2[CH:24]=[CH:23][C:22]([C:25]#[C:26][CH2:27][N:28]3[CH2:33][CH2:32][O:31][CH2:30][CH2:29]3)=[CH:21][CH:20]=2)[CH:12]=[CH:11][C:5]=1[O:6][CH2:7][C:8]([OH:10])=[O:9]>C(O)(=O)C.O>[CH3:3][C:4]1[CH:14]=[C:13]([O:15][CH2:16]/[CH:17]=[C:18](/[C:34]2[CH:35]=[CH:36][C:37]([S:40]([CH3:41])=[O:1])=[CH:38][CH:39]=2)\[C:19]2[CH:24]=[CH:23][C:22]([C:25]#[C:26][CH2:27][N:28]3[CH2:33][CH2:32][O:31][CH2:30][CH2:29]3)=[CH:21][CH:20]=2)[CH:12]=[CH:11][C:5]=1[O:6][CH2:7][C:8]([OH:10])=[O:9]. Reported procedure: 30% Aqueous hydrogen peroxide (0.0613 mL, 0.6 mmol) was added to a solution of (E)-[2-methyl-4-[3-(4-methylsulfanylphenyl)-3-[4-[3-(morpholin-4-yl)propynyl]phenyl]-allyloxy]-phenoxy]acetic acid (272 mg, 0.5 mmol; example 40) in glacial acetic acid (7 mL) at 5° C. under stirring. The mixture was left to stand over night at ambient temperature, diluted with water and extracted with ethyl acetate (2×30 mL). The collected extracts were alkalized with 15% solution of ammonium hydroxide; the solution ... Reactants: [Cl-].[Al+3].[Cl-].[Cl-] (aluminum chloride), CN1C(=CC=C1)CC#N (1-methylpyrrole-2-acetonitrile), C(C)(C)C1=CC=C(C(=O)Cl)C=C1 (p-isopropylbenzoyl chloride). The solvent is ClCCCl (1,2-dichloroethane), ClCCCl (1,2-dichloroethane). Product: C(C)(C)C1=CC=C(CC2=CC=C(N2C)CC#N)C=C1 (5-(p-isopropylbenzyl)-1-methylpyrrole-2-acetonitrile). Reaction SMILES: [Cl-].[Al+3].[Cl-].[Cl-].[CH:5]([C:8]1[CH:16]=[CH:15][C:11]([C:12](Cl)=O)=[CH:10][CH:9]=1)([CH3:7])[CH3:6].[CH3:17][N:18]1[CH:22]=[CH:21][CH:20]=[C:19]1[CH2:23][C:24]#[N:25]>ClCCCl>[CH:5]([C:8]1[CH:16]=[CH:15][C:11]([CH2:12][C:22]2[N:18]([CH3:17])[C:19]([CH2:23][C:24]#[N:25])=[CH:20][CH:21]=2)=[CH:10][CH:9]=1)([CH3:7])[CH3:6] |f:0.1.2.3|. Reported procedure: To a suspension of 17.5 g. (0.131 mole) aluminum chloride in 60 ml. 1,2-dichloroethane is added 24 g (0.131 mole) p-isopropylbenzoyl chloride. The resulting mixture is added slowly and dropwise to a chilled solution (0° C.) of 15.7 g. (0.131 mole) 1-methylpyrrole-2-acetonitrile in 100 ml. of 1,2-dichloroethane. After the addition is complete, the mixture is stirred at room temperature for twenty minutes and heated at reflux for three minutes. The reaction mixture is then cooled and poured into i... Starting materials: ClC1=NC(=CN=C1)OCC1=CC(=CC=C1)N(C)C (2-chloro-6-[(3-dimethylaminobenzyl)oxy]pyrazine), C(=O)([O-])[O-].[K+].[K+] (K2CO3), CN(C=1C=C(CO)C=CC1)C (3-dimethylaminobenzyl alcohol), N1CCNCC1 (piperazine). The product is CN(C=1C=C(COC2=NC(=CN=C2)N2CCNCC2)C=CC1)C (2-[(3-Dimethylaminobenzyl)oxy]-6-(1-piperazinyl)pyrazine). RXN SMILES: Cl[C:2]1[CH:7]=[N:6][CH:5]=[C:4]([O:8][CH2:9][C:10]2[CH:15]=[CH:14][CH:13]=[C:12]([N:16]([CH3:18])[CH3:17])[CH:11]=2)[N:3]=1.CN(C)C1C=C(C=CC=1)CO.[NH:30]1[CH2:35][CH2:34][NH:33][CH2:32][CH2:31]1.C([O-])([O-])=O.[K+].[K+]>>[CH3:17][N:16]([CH3:18])[C:12]1[CH:11]=[C:10]([CH:15]=[CH:14][CH:13]=1)[CH2:9][O:8][C:4]1[CH:5]=[N:6][CH:7]=[C:2]([N:30]2[CH2:35][CH2:34][NH:33][CH2:32][CH2:31]2)[N:3]=1 |f:3.4.5|. Procedure: The title compound was prepared according to the procedure of example 50, step 2, starting from 2-chloro-6-[(3-dimethylaminobenzyl)oxy]pyrazine (3.04 g, 11.5 mmol; obtained according to the procedure of example 50, step 1, starting from 3-dimethylaminobenzyl alcohol), piperazine (3.08 g, 35.7 mmol) and K2CO3 (1.59 g, 11.5 mmol) with the exception that the final filtration through alumina was omitted. The yield of the of the title compound was 2.06 g (57%) which was obtained as a beige colored oi... The reactants are CC(C)[Si](OCc1cc(Br)c(CO)cc1Cl)(C(C)C)C(C)C, C=CCBr, [H-], [Na+], CN(C)C=O. Product: C=CCOCc1cc(Cl)c(CO[Si](C(C)C)(C(C)C)C(C)C)cc1Br. RXN SMILES: [Br:1][c:2]1[c:3]([CH2:21][OH:22])[cH:4][c:5]([Cl:20])[c:6]([CH2:8][O:9][Si:10]([CH:11]([CH3:12])[CH3:13])([CH:14]([CH3:15])[CH3:16])[CH:17]([CH3:18])[CH3:19])[cH:7]1.[CH2:25]([CH:26]=[CH2:27])[Br:28].[H-:24].[Na+:23].[O:29]=[CH:30][N:31]([CH3:32])[CH3:33]>>[Br:1][c:2]1[c:3]([CH2:21][O:22][CH2:27][CH:26]=[CH2:25])[cH:4][c:5]([Cl:20])[c:6]([CH2:8][O:9][Si:10]([CH:11]([CH3:12])[CH3:13])([CH:14]([CH3:15])[CH3:16])[CH:17]([CH3:18])[CH3:19])[cH:7]1. Reactants: [OH-].[Na+] (sodium hydroxide), C(CCCCCCCCCCC)(=O)Cl (lauroyl chloride), C(CCCCCCCCCCC)(=O)Cl (lauroyl chloride), N[C@@H](CCCNC(N)=N)C(=O)O (L-(+) arginine), [OH-].[Na+] (sodium hydroxide), C(C)(=O)O (acetic acid). The solvent is CC(=O)C (acetone), O (water), CC(=O)C (acetone). Reaction conditions: time 8 hour. Product: C(CCCCCCCCCCC)(=O)N([C@@H](CCCNC(N)=N)C(=O)O)C(CCCCCCCCCCC)=O (dilauroylarginine). Reaction SMILES: [NH2:1][C@H:2]([C:10]([OH:12])=[O:11])[CH2:3][CH2:4][CH2:5][NH:6][C:7](=[NH:9])[NH2:8].[OH-].[Na+].[C:15](Cl)(=[O:27])[CH2:16][CH2:17][CH2:18][CH2:19][CH2:20][CH2:21][CH2:22][CH2:23][CH2:24][CH2:25][CH3:26].[C:29]([OH:32])(=O)[CH3:30]>O.CC(C)=O>[C:15]([N:1]([C:29](=[O:32])[CH2:30][CH2:15][CH2:16][CH2:17][CH2:18][CH2:19][CH2:20][CH2:21][CH2:22][CH2:23][CH3:24])[C@H:2]([C:10]([OH:12])=[O:11])[CH2:3][CH2:4][CH2:5][NH:6][C:7](=[NH:8])[NH2:9])(=[O:27])[CH2:16][CH2:17][CH2:18][CH2:19][CH2:20][CH2:21][CH2:22][CH2:23][CH2:24][CH2:25][CH3:26] |f:1.2|. Procedure: Two grams (0.01148 mole) of L-(+) arginine were dissolved in a solution of 30 ml of water and 20 ml of acetone. To this solution were added, at room temperature, 10 ml of a 5M sodium hydroxide solution, followed immediately by the addition of one-half of a solution prepared by dissolving 5.02 gram (0.02296 mole) of lauroyl chloride in 10 ml of acetone. Fifteen minutes later, identical portions of the sodium hydroxide and lauroyl chloride solutions were added. The reaction mixture was allowed to ... Reactants: C1CCOC1, [Cl-], CC(C)(C)OC(=O)N(CCCl)CCCl, N#CCc1ccc(Cl)cc1, [H-], [NH4+], [Na+]. Product: CC(C)(C)OC(=O)N1CCC(C#N)(c2ccc(Cl)cc2)CC1. RXN SMILES: [CH2:29]1[O:30][CH2:31][CH2:32][CH2:33]1.[Cl-:27].[Cl:13][CH2:14][CH2:15][N:16]([C:17]([O:18][C:19]([CH3:20])([CH3:21])[CH3:22])=[O:23])[CH2:24][CH2:25][Cl:26].[Cl:3][c:4]1[cH:5][cH:6][c:7]([CH2:8][C:9]#[N:10])[cH:11][cH:12]1.[H-:1].[NH4+:28].[Na+:2]>>[Cl:3][c:4]1[cH:5][cH:6][c:7]([C:8]2([C:9]#[N:10])[CH2:14][CH2:15][N:16]([C:17]([O:18][C:19]([CH3:20])([CH3:21])[CH3:22])=[O:23])[CH2:24][CH2:25]2)[cH:11][cH:12]1.